From a dataset of the Open Reaction Database (ORD), a public repository of structured organic reaction records. describe an organic reaction: reactants, conditions, products, and yield Reactants: N1C=CC2=CC=C(C=C12)C(CC#N)C1=CC=CC=C1 (3-(1H-Indol-6-yl)-3-phenyl-propionitrile), [H-].[H-].[H-].[H-].[Li+].[Al+3] (LiAlH4). Run in C1CCOC1 (THF), C1CCOC1 (THF). Conditions: temperature 0 celsius, time 10 minute. The product is N1C=CC2=CC=C(C=C12)C(CCN)C1=CC=CC=C1 (3-(1H-Indol-6-yl)-3-phenyl-propylamine). Isolated yield 60.4%. As a reaction SMILES: [NH:1]1[C:9]2[C:4](=[CH:5][CH:6]=[C:7]([CH:10]([C:14]3[CH:19]=[CH:18][CH:17]=[CH:16][CH:15]=3)[CH2:11][C:12]#[N:13])[CH:8]=2)[CH:3]=[CH:2]1.[H-].[H-].[H-].[H-].[Li+].[Al+3]>C1COCC1>[NH:1]1[C:9]2[C:4](=[CH:5][CH:6]=[C:7]([CH:10]([C:14]3[CH:19]=[CH:18][CH:17]=[CH:16][CH:15]=3)[CH2:11][CH2:12][NH2:13])[CH:8]=2)[CH:3]=[CH:2]1 |f:1.2.3.4.5.6|. Procedure details: To a 0° C. solution of 3-(1H-indol-6-yl)-3-phenyl-propionitrile XIII (1.1 g, 4.5 mmol) in THF (35 ml) was slowly added a suspension of LiAlH4 (0.51 g, 13 mmol) in THF (10 ml). The mixture was stirred 10 min at 0° C. and 10 minutes at room temperature, then it was refluxed for 1.5 hours. The reaction mixture was cooled to 0° C., quenched by the careful addition of freshly ground Na2SO4.10H2O (25 g), filtered, and the solid was washed with EtOAc. The filtrate was concentrated and purified via flas... Reactants: COC(C1=CC(=CC=C1)COC1=CC=C(C=C1)C1=C(C=C(C(=C1)F)F)F)=O (3-(2′,4′,5′-Trifluoro-biphenyl-4-yloxymethyl)-benzoic acid methyl ester), [OH-].[K+] (KOH). The solvent is CO (MeOH). Yields the product FC1=C(C=C(C(=C1)F)F)C1=CC=C(C=C1)OCC=1C=C(C(=O)O)C=CC1 (3-(2′,4′,5′-trifluoro-biphenyl-4-yloxymethyl)-benzoic acid). Yield: 93.1%. Reaction SMILES: C[O:2][C:3](=[O:27])[C:4]1[CH:9]=[CH:8][CH:7]=[C:6]([CH2:10][O:11][C:12]2[CH:17]=[CH:16][C:15]([C:18]3[CH:23]=[C:22]([F:24])[C:21]([F:25])=[CH:20][C:19]=3[F:26])=[CH:14][CH:13]=2)[CH:5]=1.[OH-].[K+]>CO>[F:26][C:19]1[CH:20]=[C:21]([F:25])[C:22]([F:24])=[CH:23][C:18]=1[C:15]1[CH:16]=[CH:17][C:12]([O:11][CH2:10][C:6]2[CH:5]=[C:4]([CH:9]=[CH:8][CH:7]=2)[C:3]([OH:27])=[O:2])=[CH:13][CH:14]=1 |f:1.2|. Reported procedure: 3-(2′,4′,5′-Trifluoro-biphenyl-4-yloxymethyl)-benzoic acid methyl ester (2.9 g, 7.79 mmol) and 2N KOH (15.6 mL, 31.2 mmol) in 140 mL MeOH were reacted as above to yield 2.6 g (93.2%) of 3-(2′,4′,5′-trifluoro-biphenyl-4-yloxymethyl)-benzoic acid. LC-MS (ES) calculated for C20H13F3O3, 358.32; found m/z 357.1 [M−H]−. The product is S1C=NC=C1C=1C=C(C=C(C1)NC1=NC=CC(=N1)C(F)(F)F)NC(C)=O (N-[3-(1,3-thiazol-5-yl)-5-{[4-(trifluoromethyl)pyrimidin-2-yl]amino}phenyl]acetamide). Reported procedure: N-(3-bromo-5-{[4-(trifluoromethyl)pyrimidin-2-yl]amino}phenyl)acetamide (150 mg, 0.400 mmol), 2-(trimethylsilyl)-5-(trimethylstannanyl)-1,3-thiazole (141 mg, 0.440 mmol) (prepared using literature procedure: Dondoni, A.; Mastellari, A. R.; Medici, A.; Negrini, E.; Pedrini, P. Synthesis 1986, 9, 757-760) and Pd(Ph3P)4 (46.2 mg, 0.040 mmol) were placed in a nitrogen purged microwave vial. Dioxane (2 mL) was added and the resultant solution was purged for 10 minutes with nitrogen gas. The reaction ... The reagents and catalysts are C=1C=CC(=CC1)[P](C=2C=CC=CC2)(C=3C=CC=CC3)[Pd]([P](C=4C=CC=CC4)(C=5C=CC=CC5)C=6C=CC=CC6)([P](C=7C=CC=CC7)(C=8C=CC=CC8)C=9C=CC=CC9)[P](C=1C=CC=CC1)(C=1C=CC=CC1)C=1C=CC=CC1 (Pd(Ph3P)4). As a reaction SMILES: Br[C:2]1[CH:3]=[C:4]([NH:19][C:20](=[O:22])[CH3:21])[CH:5]=[C:6]([NH:8][C:9]2[N:14]=[C:13]([C:15]([F:18])([F:17])[F:16])[CH:12]=[CH:11][N:10]=2)[CH:7]=1.C[Si](C)(C)[C:25]1[S:26][C:27]([Sn](C)(C)C)=[CH:28][N:29]=1>C1C=CC([P]([Pd]([P](C2C=CC=CC=2)(C2C=CC=CC=2)C2C=CC=CC=2)([P](C2C=CC=CC=2)(C2C=CC=CC=2)C2C=CC=CC=2)[P](C2C=CC=CC=2)(C2C=CC=CC=2)C2C=CC=CC=2)(C2C=CC=CC=2)C2C=CC=CC=2)=CC=1.O1CCOCC1>[S:26]1[C:27]([C:2]2[CH:3]=[C:4]([NH:19][C:20](=[O:22])[CH3:21])[CH:5]=[C:6]([NH:8][C:9]3[N:14]=[C:13]([C:15]([F:18])([F:17])[F:16])[CH:12]=[CH:11][N:10]=3)[CH:7]=2)=[CH:28][N:29]=[CH:25]1 |^1:39,41,60,79|. The solvent is O1CCOCC1 (Dioxane). Run at temperature 90 celsius. Reactants: BrC=1C=C(C=C(C1)NC1=NC=CC(=N1)C(F)(F)F)NC(C)=O (N-(3-bromo-5-{[4-(trifluoromethyl)pyrimidin-2-yl]amino}phenyl)acetamide), C[Si](C=1SC(=CN1)[Sn](C)(C)C)(C)C (2-(trimethylsilyl)-5-(trimethylstannanyl)-1,3-thiazole). Isolated yield 85.8%. Reactants: O (water), ClC=1C(=NC=NC1CC)N[C@H]1CC[C@H](CC1)C(=O)OCC (ethyl cis-4-(5-chloro-6-ethylpyrimidin-4-ylamino)-cyclohexanecarboxylate), [H-].[Al+3].[Li+].[H-].[H-].[H-] (lithium aluminum hydride). The solvent is O1CCCC1 (tetrahydrofuran), O1CCCC1 (tetrahydrofuran). Conditions: temperature 50 celsius, time 1 hour. Product: ClC=1C(=NC=NC1CC)N[C@@H]1CC[C@@H](CC1)CO (5-Chloro-6-ethyl-4-(cis-4-hydroxymethylcyclohexylamino)pyrimidine). RXN SMILES: [Cl:1][C:2]1[C:3]([NH:10][C@@H:11]2[CH2:16][CH2:15][C@H:14]([C:17](OCC)=[O:18])[CH2:13][CH2:12]2)=[N:4][CH:5]=[N:6][C:7]=1[CH2:8][CH3:9].[H-].[Al+3].[Li+].[H-].[H-].[H-].O>O1CCCC1>[Cl:1][C:2]1[C:3]([NH:10][C@H:11]2[CH2:16][CH2:15][C@@H:14]([CH2:17][OH:18])[CH2:13][CH2:12]2)=[N:4][CH:5]=[N:6][C:7]=1[CH2:8][CH3:9] |f:1.2.3.4.5.6|. Reported procedure: A solution of 12.47 g (0.040 mol) of ethyl cis-4-(5-chloro-6-ethylpyrimidin-4-ylamino)-cyclohexanecarboxylate (preparation: DE-A-44 17 163) in 25 ml of dry tetrahydrofuran was added dropwise at from 20° to 30° C. to a suspension of 1.52 g (0.04 mol) of lithium aluminum hydride in 150 ml of dry tetrahydrofuran. The mixture was subsequently stirred at 50° C. for 1 hour and cooled to room temperature, and 10 ml of water were carefully added dropwise. After removal of inorganic material by filtratio... The reactants are ClC1=CC=2NC(NS(C2S1)(=O)=O)=O (6-chloro-2,3-dihydro-3-oxo-4H-thieno[3,2-e]-1,2,4-thiadiazine 1,1-dioxide), P(=O)(Cl)(Cl)Cl (phosphorus oxychloride), N1=CC=CC=C1 (pyridine). Reaction conditions: time 1 hour. Yields the product ClC1=NS(C2=C(N1)C=C(S2)Cl)(=O)=O (3,6-Dichloro-4H-thieno[3,2-e]-1,2,4-thiadiazine 1,1-dioxide). The yield is 48.0%. As a reaction SMILES: [Cl:1][C:2]1[S:10][C:9]2[S:8](=[O:12])(=[O:11])[NH:7][C:6](=O)[NH:5][C:4]=2[CH:3]=1.N1C=CC=CC=1.P(Cl)(Cl)([Cl:22])=O>>[Cl:22][C:6]1[NH:5][C:4]2[CH:3]=[C:2]([Cl:1])[S:10][C:9]=2[S:8](=[O:12])(=[O:11])[N:7]=1. Reported procedure: A suspension of 6-chloro-2,3-dihydro-3-oxo-4H-thieno[3,2-e]-1,2,4-thiadiazine 1,1-dioxide (10.75 g, 0.045 mol) in phosphorus oxychloride (100 ml) was cooled on an ice bath and dry pyridine (7.3 ml, 0.09 mol) was added dropwise at such a rate that the temperature did not exceed 10° C. The mixture was then heated at 95°-100° C. for 16 h, and cooled to room temperature. A yellow precipitate was removed by filtration, and the filtrate was concentrated in vacuo. To the residue was added 200 g of ice,... Starting materials: S(=O)(=O)([O-])[O-].[Na+].[Na+] (sodium sulfate), C1(=CC=C(C=C1)C=O)C1=CC=CC=C1 (biphenyl-4-carbaldehyde), S(=O)(=O)([O-])[O-].O[NH3+].O[NH3+] (hydroxylammonium sulfate). Run in O (water). Reaction conditions: temperature 70 celsius. Yields the product C1(=CC=C(C=C1)C#N)C1=CC=CC=C1 (biphenyl-4-carbonitrile). As a reaction SMILES: S([O-])([O-])(=O)=O.[Na+].[Na+].[C:8]1([C:16]2[CH:21]=[CH:20][CH:19]=[CH:18][CH:17]=2)[CH:13]=[CH:12][C:11]([CH:14]=O)=[CH:10][CH:9]=1.S([O-])([O-])(=O)=O.O[NH3+:28].O[NH3+]>O>[C:8]1([C:16]2[CH:21]=[CH:20][CH:19]=[CH:18][CH:17]=2)[CH:13]=[CH:12][C:11]([C:14]#[N:28])=[CH:10][CH:9]=1 |f:0.1.2,4.5.6|. Procedure: With stirring (20 rpm), a turbine dryer is charged at room temperature with 1007 parts by weight of anhydrous sodium sulfate, 222 parts by weight of biphenyl-4-carbaldehyde and 105 parts by weight of hydroxylammonium sulfate. Following evacuation to 13 mbar, the mixture is heated to 70° C. and stirred at this temperature for 3 hours. It is subsequently heated at 130° C., during which about 43 parts by weight of water are removed by distillation. After half an hour, the pressure is reduced to 4 m... The reactants are ClC1=C(C(=CC=C1)C)C1=NN(C(N1)=O)C1=CC(=C(C(=O)OC)C=C1)OC (methyl 4-(3-(2-chloro-6-methylphenyl)-5-oxo-4,5-dihydro-1H-1,2,4-triazol-1-yl)-2-methoxybenzoate), FC(C=1C=C(N)C=CC1)F (3-(difluoromethyl)aniline), C[Al](C)C (trimethyl aluminium). The solvent is C1(=CC=CC=C1)C (toluene). Yields the product ClC1=C(C(=CC=C1)C)C1=NN(C(N1)=O)C1=CC(=C(C(=O)NC2=CC(=CC=C2)C(F)F)C=C1)OC (4-(3-(2-Chloro-6-methylphenyl)-5-oxo-4,5-dihydro-1H-1,2,4-triazol-1-yl)-N-(3-(difluoromethyl)phenyl)-2-methoxybenzamide). Yield: 26.9%. As a reaction SMILES: [Cl:1][C:2]1[CH:7]=[CH:6][CH:5]=[C:4]([CH3:8])[C:3]=1[C:9]1[NH:13][C:12](=[O:14])[N:11]([C:15]2[CH:24]=[CH:23][C:18]([C:19]([O:21]C)=O)=[C:17]([O:25][CH3:26])[CH:16]=2)[N:10]=1.[F:27][CH:28]([F:36])[C:29]1[CH:30]=[C:31]([CH:33]=[CH:34][CH:35]=1)[NH2:32].C[Al](C)C>C1(C)C=CC=CC=1>[Cl:1][C:2]1[CH:7]=[CH:6][CH:5]=[C:4]([CH3:8])[C:3]=1[C:9]1[NH:13][C:12](=[O:14])[N:11]([C:15]2[CH:24]=[CH:23][C:18]([C:19]([NH:32][C:31]3[CH:33]=[CH:34][CH:35]=[C:29]([CH:28]([F:36])[F:27])[CH:30]=3)=[O:21])=[C:17]([O:25][CH3:26])[CH:16]=2)[N:10]=1. Reported procedure: The title compound was prepared by following the procedure as described for Example-31 by using methyl 4-(3-(2-chloro-6-methylphenyl)-5-oxo-4,5-dihydro-1H-1,2,4-triazol-1-yl)-2-methoxybenzoate (Intermediate-27, 0.100 g, 0.268 mmol), 3-(difluoromethyl)aniline (Intermediate-29, 0.058 g, 0.40 mmol), trimethyl aluminium (2M solution in toluene) (0.5 mL) and dry toluene (5.0 mL) to afford 0.035 g of desired product. 1H NMR (300 MHz, DMSO d6): δ 2.33 (s, 3H), 3.95 (s, 3H), 7.04 (m, 1H), 7.35 (d, 1H), ...